Task: describe an organic reaction: reactants, conditions, products, and yield. Dataset: the Open Reaction Database (ORD), a public repository of structured organic reaction records The reactants are ClCCCCOS(=O)(=O)C1=CC=C(C=C1)C (4-chlorobutyl-p-toluenesulfonate), [H-].[Na+] (sodium hydride), C1=CC(=CC2=NC3=CC(=CC=C3C=C12)O)O (3,6-acridinediol). The solvent is CN(C=O)C (dimethylformamide). Run at time 1.5 hour. Yields the product Cl.ClCCCCOC=1C=CC2=CC3=CC=C(C=C3N=C2C1)OCCCCCl (3,6-bis(4-chlorobutoxy)acridine hydrochloride), hydrochloride salt. RXN SMILES: [H-].[Na+].[CH:3]1[C:16]2[C:7](=[N:8][C:9]3[C:14]([CH:15]=2)=[CH:13][CH:12]=[C:11]([OH:17])[CH:10]=3)[CH:6]=[C:5]([OH:18])[CH:4]=1.[Cl:19][CH2:20][CH2:21][CH2:22][CH2:23]OS(C1C=CC(C)=CC=1)(=O)=O>CN(C)C=O>[ClH:19].[Cl:19][CH2:20][CH2:21][CH2:22][CH2:23][O:18][C:5]1[CH:4]=[CH:3][C:16]2[C:7]([CH:6]=1)=[N:8][C:9]1[C:14](=[CH:13][CH:12]=[C:11]([O:17][CH2:23][CH2:22][CH2:21][CH2:20][Cl:19])[CH:10]=1)[CH:15]=2 |f:0.1,5.6|. Procedure: To a mixture of 11.8 g. of sodium hydride (61.1% dispersion in oil) and 26.0 g. of 3,6-acridinediol is added 250 ml. of dimethylformamide. The mixture is stirred at room temperature for 1.5 hours, then 52.5 g. of 4-chlorobutyl-p-toluenesulfonate are added. This mixture is stirred at room temperature for 3 hours and 20 minutes and then at 50° C. for 2 hours. The volatile materials are removed under reduced pressure at 35°-40° C. The residue is quenched with 1200 ml. of ice-cold saturated aqueous ... Reactants: COC(=O)C(Br)c1ccc(Oc2ccc(Cl)cc2)cc1, Oc1cccc2c1CCC2, C[O-], CO, [Na+], O, c1ccccc1. Yields the product COC(=O)C(Oc1cccc2c1CCC2)c1ccc(Oc2ccc(Cl)cc2)cc1. RXN SMILES: [Br:14][CH:15]([C:16](=[O:17])[O:18][CH3:19])[c:20]1[cH:21][cH:22][c:23]([O:26][c:27]2[cH:28][cH:29][c:30]([Cl:33])[cH:31][cH:32]2)[cH:24][cH:25]1.[CH2:1]1[CH2:2][CH2:3][c:4]2[c:5]([OH:10])[cH:6][cH:7][cH:8][c:9]21.[CH3:11][O-:12].[CH3:35][OH:36].[Na+:13].[OH2:34].[cH:37]1[cH:38][cH:39][cH:40][cH:41][cH:42]1>>[CH2:1]1[CH2:2][CH2:3][c:4]2[c:5]([O:10][CH:15]([C:16](=[O:17])[O:18][CH3:19])[c:20]3[cH:21][cH:22][c:23]([O:26][c:27]4[cH:28][cH:29][c:30]([Cl:33])[cH:31][cH:32]4)[cH:24][cH:25]3)[cH:6][cH:7][cH:8][c:9]21. Reactants: COC(=O)c1ccc(N2CCN(C)CC2)cc1C, [Na+], [OH-]. The product is Cc1cc(N2CCN(C)CC2)ccc1C(=O)O. As a reaction SMILES: [CH3:1][O:2][C:3]([c:4]1[c:5]([CH3:17])[cH:6][c:7]([N:10]2[CH2:11][CH2:12][N:13]([CH3:16])[CH2:14][CH2:15]2)[cH:8][cH:9]1)=[O:18].[Na+:20].[OH-:19]>>[O:2]=[C:3]([c:4]1[c:5]([CH3:17])[cH:6][c:7]([N:10]2[CH2:11][CH2:12][N:13]([CH3:16])[CH2:14][CH2:15]2)[cH:8][cH:9]1)[OH:18]. Starting materials: C(CCC)C1=NC2=C(N1CC1=CC=C(C=C1)OC(C1=CC=CC=C1)C(=O)OCC)C=C(C=C2C)NC(=O)C(C)(C)C (2-n-butyl-4-methyl-1-[4-[(α-ethoxycarbonyl)benzyloxy]benzyl]-6-tert.butylcarbonylamino-benzimidazole), [OH-].[Na+] (sodium hydroxide). Run in C(C)O (ethanol). The product is C(CCC)C1=NC2=C(N1CC1=CC=C(C=C1)OC(C1=CC=CC=C1)C(=O)O)C=C(C=C2C)NC(=O)C(C)(C)C (2-n-Butyl-4-methyl-1-[4-[α-(carboxy)benzyloxy]benzyl]-6-tert.butylcarbonylamino-benzimidazole). As a reaction SMILES: [CH2:1]([C:5]1[N:9]([CH2:10][C:11]2[CH:16]=[CH:15][C:14]([O:17][CH:18]([C:25]([O:27]CC)=[O:26])[C:19]3[CH:24]=[CH:23][CH:22]=[CH:21][CH:20]=3)=[CH:13][CH:12]=2)[C:8]2[CH:30]=[C:31]([NH:35][C:36]([C:38]([CH3:41])([CH3:40])[CH3:39])=[O:37])[CH:32]=[C:33]([CH3:34])[C:7]=2[N:6]=1)[CH2:2][CH2:3][CH3:4].[OH-].[Na+]>C(O)C>[CH2:1]([C:5]1[N:9]([CH2:10][C:11]2[CH:12]=[CH:13][C:14]([O:17][CH:18]([C:25]([OH:27])=[O:26])[C:19]3[CH:24]=[CH:23][CH:22]=[CH:21][CH:20]=3)=[CH:15][CH:16]=2)[C:8]2[CH:30]=[C:31]([NH:35][C:36]([C:38]([CH3:39])([CH3:41])[CH3:40])=[O:37])[CH:32]=[C:33]([CH3:34])[C:7]=2[N:6]=1)[CH2:2][CH2:3][CH3:4] |f:1.2|. Procedure: Prepared analogously to Example 1b from 2-n-butyl-4-methyl-1-[4-[(α-ethoxycarbonyl)benzyloxy]benzyl]-6-tert.butylcarbonylamino-benzimidazole and 2N sodium hydroxide solution in ethanol. Reactants: COc1ccc(F)cc1C1(O)CCN(Cc2ccccc2)CC1, CO. The product is COc1ccc(F)cc1C1(O)CCNCC1. Reaction SMILES: [CH2:1]([c:2]1[cH:3][cH:4][cH:5][cH:6][cH:7]1)[N:8]1[CH2:9][CH2:10][C:11]([OH:14])([c:15]2[c:16]([O:22][CH3:23])[cH:17][cH:18][c:19]([F:21])[cH:20]2)[CH2:12][CH2:13]1.[CH3:24][OH:25]>>[NH:8]1[CH2:9][CH2:10][C:11]([OH:14])([c:15]2[c:16]([O:22][CH3:23])[cH:17][cH:18][c:19]([F:21])[cH:20]2)[CH2:12][CH2:13]1.